This data is from the Open Reaction Database (ORD), a public repository of structured organic reaction records. The task is: describe an organic reaction: reactants, conditions, products, and yield Starting materials: [OH-].[Na+] (sodium hydroxide), C(C)(=O)N1C2=CC=CC=C2SC2=C(C(=C3C(=C12)C=CC=C3)OC(C)=O)OC(C)=O (12-acetyl-5,6-diacetoxy-12H-benzo[a]phenothiazine), C(C)(=O)O (acetic acid). The solvent is CC(=O)C (acetone). Run at time 45 minute. Yields the product C(C)(=O)N1C2=CC=CC=C2SC2=C(C(=C3C(=C12)C=CC=C3)O)O (12-Acetyl-5,6-dihydroxy-12H-benzo[a]phenothiazine). The yield is 28.0%. As a reaction SMILES: [C:1]([N:4]1[C:17]2[C:12](=[C:13]([O:26]C(=O)C)[C:14]([O:22]C(=O)C)=[C:15]3[CH:21]=[CH:20][CH:19]=[CH:18][C:16]3=2)[S:11][C:10]2[C:5]1=[CH:6][CH:7]=[CH:8][CH:9]=2)(=[O:3])[CH3:2].[OH-].[Na+].C(O)(=O)C>CC(C)=O>[C:1]([N:4]1[C:17]2[C:12](=[C:13]([OH:26])[C:14]([OH:22])=[C:15]3[CH:21]=[CH:20][CH:19]=[CH:18][C:16]3=2)[S:11][C:10]2[C:5]1=[CH:6][CH:7]=[CH:8][CH:9]=2)(=[O:3])[CH3:2] |f:1.2|. Procedure: To a suspension of 12-acetyl-5,6-diacetoxy-12H-benzo[a]phenothiazine (450 mg) in acetone (10 ml) there was added 2N aqueous sodium hydroxide solution (10 ml) and the resulting mixture was stirred at room temperature for 45 minutes. It was then made slightly acidic by the addition of 10% aqueous acetic acid solution and the insolubles filtered and washed with water. The solid was swished in ethyl acetate to afford pure title compound (100 mg), m.p. 258°-260° C. The reactants are CCc1ccc(NC(=O)c2cccc(C(C)(C)C#N)c2)cc1Oc1ccc([N+](=O)[O-])cn1, C, CO, [Pd]. Product: CCc1ccc(NC(=O)c2cccc(C(C)(C)C#N)c2)cc1Oc1ccc(N)cn1. RXN SMILES: [C:1](#[N:2])[C:3]([CH3:4])([CH3:5])[c:6]1[cH:7][c:8]([C:9](=[O:10])[NH:11][c:12]2[cH:13][c:14]([O:20][c:21]3[n:22][cH:23][c:24]([N+:27]([O-:28])=[O:29])[cH:25][cH:26]3)[c:15]([CH2:18][CH3:19])[cH:16][cH:17]2)[cH:30][cH:31][cH:32]1.[C:35].[CH3:33][OH:34].[Pd:36]>>[C:1](#[N:2])[C:3]([CH3:4])([CH3:5])[c:6]1[cH:7][c:8]([C:9](=[O:10])[NH:11][c:12]2[cH:13][c:14]([O:20][c:21]3[n:22][cH:23][c:24]([NH2:27])[cH:25][cH:26]3)[c:15]([CH2:18][CH3:19])[cH:16][cH:17]2)[cH:30][cH:31][cH:32]1.